From a dataset of the Open Reaction Database (ORD), a public repository of structured organic reaction records. describe an organic reaction: reactants, conditions, products, and yield The reactants are [H][H] (hydrogen), [H][H] (hydrogen), ClC1=C(C(=NC(=C1C)Cl)C)C (4,6-dichloro-2,3,5-trimethylpyridine). The reagents and catalysts are [Pd] (Pd/C). Solvent: S(O)(O)(=O)=O (sulphuric acid), C(C)O (ethanol). The product is ClC1=C(C(=NC=C1C)C)C (4-chloro-2,3,5-trimethylpyridine). The yield is 78.0%. RXN SMILES: [Cl:1][C:2]1[C:7]([CH3:8])=[C:6](Cl)[N:5]=[C:4]([CH3:10])[C:3]=1[CH3:11].[H][H]>C(O)C.S(=O)(=O)(O)O.[Pd]>[Cl:1][C:2]1[C:7]([CH3:8])=[CH:6][N:5]=[C:4]([CH3:10])[C:3]=1[CH3:11]. Procedure details: 200 g 4,6-dichloro-2,3,5-trimethylpyridine dissolved in 300 ml ethanol and 40 ml conc. sulphuric acid. 2 g 10% Pd/C was used as catalyst. The hydrogen pressure was 2 bar and the hydrogenation was stopped when 1 equivalent of hydrogen had been consumed. After evaporation of alcohol and dilution with water and adjustment of pH to 2.1 the water was extracted with toluene. The toluene contains all starting material and 6-chloro-2,3,5-trimethylpyridine and the water phase 4-chloro-2,3,5-trimethylpyri... Yields the product CCOC(=O)C(CC1CC1)c1ccc([N+](=O)[O-])cc1. Reaction SMILES: [CH3:30][N:31]([CH3:32])[CH:33]=[O:34].[CH3:35][c:36]1[cH:37][cH:38][cH:39][cH:40][cH:41]1.[CH:18]1([CH2:21][Br:22])[CH2:19][CH2:20]1.[H-:16].[N+:1](=[O:2])([O-:3])[c:4]1[cH:5][cH:6][c:7]([CH2:10][C:11](=[O:12])[O:13][CH2:14][CH3:15])[cH:8][cH:9]1.[Na+:17].[OH2:42].[c:23]1([CH3:24])[cH:25][cH:26][cH:27][cH:28][cH:29]1>>[N+:1](=[O:2])([O-:3])[c:4]1[cH:5][cH:6][c:7]([CH:10]([C:11](=[O:12])[O:13][CH2:14][CH3:15])[CH2:21][CH:18]2[CH2:19][CH2:20]2)[cH:8][cH:9]1. Reactants: CN(C)C=O, Cc1ccccc1, BrCC1CC1, [H-], CCOC(=O)Cc1ccc([N+](=O)[O-])cc1, [Na+], O, Cc1ccccc1.